From a dataset of the Open Reaction Database (ORD), a public repository of structured organic reaction records. describe an organic reaction: reactants, conditions, products, and yield Starting materials: CCN(C(C)C)C(C)C, O=[N+]([O-])c1ccccc1, Nc1ccc(C(CC2CCCC2)C(=O)Nc2nccs2)cc1, C1CCOC1, O=S(=O)(Cl)Cl. The product is O=C(Nc1nccs1)C(CC1CCCC1)c1ccc(NS(=O)(=O)c2ccc([N+](=O)[O-])cc2)cc1. Reaction SMILES: [CH:23]([N:24]([CH2:25][CH3:26])[CH:27]([CH3:28])[CH3:29])([CH3:30])[CH3:31].[N+:37](=[O:38])([O-:39])[c:40]1[cH:41][cH:42][cH:43][cH:44][cH:45]1.[NH2:1][c:2]1[cH:3][cH:4][c:5]([CH:8]([C:9](=[O:10])[NH:11][c:12]2[s:13][cH:14][cH:15][n:16]2)[CH2:17][CH:18]2[CH2:19][CH2:20][CH2:21][CH2:22]2)[cH:6][cH:7]1.[O:46]1[CH2:47][CH2:48][CH2:49][CH2:50]1.[S:32](=[O:33])(=[O:34])([Cl:35])[Cl:36]>>[NH:1]([c:2]1[cH:3][cH:4][c:5]([CH:8]([C:9](=[O:10])[NH:11][c:12]2[s:13][cH:14][cH:15][n:16]2)[CH2:17][CH:18]2[CH2:19][CH2:20][CH2:21][CH2:22]2)[cH:6][cH:7]1)[S:32](=[O:33])(=[O:34])[c:43]1[cH:42][cH:41][c:40]([N+:37](=[O:38])[O-:39])[cH:45][cH:44]1. Starting materials: ice water, solution, Br (hydrobromic acid), COC1=CC2=C(C(=NO2)C(C)=O)C=C1 (1-(6-methoxy-1,2-benzisoxazol-3-yl)ethanone). Solvent: C(C)(=O)O (acetic acid). The product is OC1=CC2=C(C(=NO2)C(C)=O)C=C1 (1-(6-hydroxy-1,2-benzisoxazol-3-yl)ethanone). As a reaction SMILES: Br.C[O:3][C:4]1[CH:15]=[CH:14][C:7]2[C:8]([C:11](=[O:13])[CH3:12])=[N:9][O:10][C:6]=2[CH:5]=1>C(O)(=O)C>[OH:3][C:4]1[CH:15]=[CH:14][C:7]2[C:8]([C:11](=[O:13])[CH3:12])=[N:9][O:10][C:6]=2[CH:5]=1. Reported procedure: 350 ml of a 48% solution of hydrobromic acid are added to 34.2 g of 1-(6-methoxy-1,2-benzisoxazol-3-yl)ethanone in 350 ml of acetic acid. The reaction mixture is refluxed for 6.5 h, cooled, and then poured onto a mixture of ice/water. The precipitated crude product is isolated by filtration and washed with water. This crude product is purified by chromatography over silica gel with ethyl acetate/hexane (1:3), giving 1-(6-hydroxy-1,2-benzisoxazol-3-yl)ethanone having a melting point of 159°-161° ...